This data is from the Open Reaction Database (ORD), a public repository of structured organic reaction records. The task is: describe an organic reaction: reactants, conditions, products, and yield Reactants: NCCC1=CNC2=CC=C(C=C12)CNS(=O)(=O)C (N-[[3-(2-aminoethyl)-1H-indol-5-yl]methyl]methanesulphonamide), C(C)O (ethanol). The solvent is C(=O)OCC (ethyl formate). The product is CS(=O)(=O)NCC=1C=C2C(=CNC2=CC1)CCNC=O (N-[2-[5-[[(Methylsulphonyl)amino]methyl]1H-indol-3-yl]ethyl]formamide). As a reaction SMILES: [NH2:1][CH2:2][CH2:3][C:4]1[C:12]2[C:7](=[CH:8][CH:9]=[C:10]([CH2:13][NH:14][S:15]([CH3:18])(=[O:17])=[O:16])[CH:11]=2)[NH:6][CH:5]=1.[CH2:19]([OH:21])C>C(OCC)=O>[CH3:18][S:15]([NH:14][CH2:13][C:10]1[CH:11]=[C:12]2[C:7](=[CH:8][CH:9]=1)[NH:6][CH:5]=[C:4]2[CH2:3][CH2:2][NH:1][CH:19]=[O:21])(=[O:17])=[O:16]. Procedure details: A solution of N-[[3-(2-aminoethyl)-1H-indol-5-yl]methyl]methanesulphonamide (2.1 g) in ethanol (20 ml) and ethyl formate (25 ml) was refluxed for 17 h. The solvent was evaporated in vacuo and the residue was partitioned between sulphuric acid (1N; 100 ml) and ethyl acetate (150 ml). The aqueous layer was extracted with ethyl acetate (150 ml) and the combined organic extracts were washed with brine (50 ml) and potassium carbonate solution (15%; 50 ml) and dried (Na2SO4). Evaporation of the solven... The reactants are CCO, [H][H], Cc1cccc2nc(Cn3cnc4c(N)ncnc43)n(-c3ccccc3OCc3ccccc3)c(=O)c12. Yields the product Cc1cccc2nc(Cn3cnc4c(N)ncnc43)n(-c3ccccc3O)c(=O)c12. As a reaction SMILES: [CH3:40][CH2:41][OH:42].[H:38][H:39].[NH2:1][c:2]1[c:3]2[n:4][cH:5][n:6]([CH2:11][c:12]3[n:13][c:14]4[cH:15][cH:16][cH:17][c:18]([CH3:37])[c:19]4[c:20](=[O:36])[n:21]3-[c:22]3[c:23]([O:28][CH2:29][c:30]4[cH:31][cH:32][cH:33][cH:34][cH:35]4)[cH:24][cH:25][cH:26][cH:27]3)[c:7]2[n:8][cH:9][n:10]1>>[NH2:1][c:2]1[c:3]2[n:4][cH:5][n:6]([CH2:11][c:12]3[n:13][c:14]4[cH:15][cH:16][cH:17][c:18]([CH3:37])[c:19]4[c:20](=[O:36])[n:21]3-[c:22]3[c:23]([OH:28])[cH:24][cH:25][cH:26][cH:27]3)[c:7]2[n:8][cH:9][n:10]1. Starting materials: BrC=1C=C(COC2=CC=C(C=C2)CCC(=O)OC(C)(C)C)C=CC1 (tert-butyl 3-[4-[(3-bromobenzyl)oxy]phenyl]propanoate), C(=O)C1=C(C=CC=C1)B(O)O (2-formylphenylboronic acid), tetrakistriphenylphosphine palladium, C([O-])([O-])=O.[K+].[K+] (potassium carbonate), C(C)O (ethanol). Run in C1(=CC=CC=C1)C (toluene), C(C)(=O)OCC (ethyl acetate). Run at temperature 80 celsius, time 14 hour. Product: C(=O)C1=C(C=CC=C1)C1=CC(=CC=C1)COC1=CC=C(C=C1)CCC(=O)OC(C)(C)C (tert-butyl 3-[4-[(2′-formylbiphenyl-3-yl)methoxy]phenyl]propanoate). The yield is 97.2%. As a reaction SMILES: Br[C:2]1[CH:3]=[C:4]([CH:22]=[CH:23][CH:24]=1)[CH2:5][O:6][C:7]1[CH:12]=[CH:11][C:10]([CH2:13][CH2:14][C:15]([O:17][C:18]([CH3:21])([CH3:20])[CH3:19])=[O:16])=[CH:9][CH:8]=1.[CH:25]([C:27]1[CH:32]=[CH:31][CH:30]=[CH:29][C:28]=1B(O)O)=[O:26].C(=O)([O-])[O-].[K+].[K+].C(O)C>C(OCC)(=O)C.C1(C)C=CC=CC=1>[CH:25]([C:27]1[CH:32]=[CH:31][CH:30]=[CH:29][C:28]=1[C:2]1[CH:24]=[CH:23][CH:22]=[C:4]([CH2:5][O:6][C:7]2[CH:12]=[CH:11][C:10]([CH2:13][CH2:14][C:15]([O:17][C:18]([CH3:21])([CH3:20])[CH3:19])=[O:16])=[CH:9][CH:8]=2)[CH:3]=1)=[O:26] |f:2.3.4|. Procedure details: A mixture of tert-butyl 3-[4-[(3-bromobenzyl)oxy]phenyl]propanoate (3.5 g, 8.94 mmol), 2-formylphenylboronic acid (1.47 g, 9.83 mmol), tetrakistriphenylphosphine palladium (413 mg, 0.36 mmol), 2N potassium carbonate aqueous solution (7 mL), ethanol (7 mL) and toluene (70 mL) was stirred under an argon atmosphere at 80° C. for 14 hrs. The reaction mixture was cooled, diluted with ethyl acetate, washed with water, dried, and concentrated under reduced pressure. The residue was purified by silica g... Starting materials: ClC1=C2C(=NC(=N1)CC)N(N=C2C=2OC(=CC2)[N+](=O)[O-])C (4-chloro-6-ethyl-1-methyl-3-(5-nitro-2-furyl)-1H-pyrazolo[3,4-d]pyrimidine), ClC1=C2C(=NC=N1)N(N=C2C=2OC(=CC2)[N+](=O)[O-])C (4-chloro-1-methyl-3-(5-nitro-2-furyl)-1H-pyrazolo[3,4-d] pyrimidine). The product is NC1=C2C(=NC(=N1)CC)N(N=C2C=2OC(=CC2)[N+](=O)[O-])C (4-amino-6-ethyl-1-methyl-3-(5-nitro-2-furyl)-1H-pyrazolo[3,4-d]pyrimidine). RXN SMILES: Cl[C:2]1[N:7]=[C:6]([CH2:8][CH3:9])[N:5]=[C:4]2[N:10]([CH3:21])[N:11]=[C:12]([C:13]3[O:14][C:15]([N+:18]([O-:20])=[O:19])=[CH:16][CH:17]=3)[C:3]=12.ClC1N=C[N:26]=C2N(C)N=C(C3OC([N+]([O-])=O)=CC=3)C=12>>[NH2:26][C:2]1[N:7]=[C:6]([CH2:8][CH3:9])[N:5]=[C:4]2[N:10]([CH3:21])[N:11]=[C:12]([C:13]3[O:14][C:15]([N+:18]([O-:20])=[O:19])=[CH:16][CH:17]=3)[C:3]=12. Reported procedure: The procedure described in Example 3b was repeated using 4-chloro-6-ethyl-1-methyl-3-(5-nitro-2-furyl)-1H-pyrazolo[3,4-d]pyrimidine as starting material instead of 4-chloro-1-methyl-3-(5-nitro-2-furyl)-1H-pyrazolo[3,4-d] pyrimidine, the reaction conditions being the same. The crystalline product was recrystallised from dimethyl formamide to give 4-amino-6-ethyl-1-methyl-3-(5-nitro-2-furyl)-1H-pyrazolo[3,4-d]pyrimidine, having decomposition point 294° C. Starting materials: Cl (hydrochloric acid), C(=O)(N1C=NC=C1)N1C=NC=C1 (1,1′-carbonyldiimidazole), CS(=O)(=O)N (methane-sulfonamide), N12CCCCCC2=NCCC1 (1,8-diazabicyclo[5.4.0]undec-7-ene), C(C(C)C)OC1=C(C(=O)C=2C=CC(=C(C2)CCC(=O)O)OCC(C)C)C=CC(=C1)OCC(C)C (3-[5-(2,4-diisobutoxybenzoyl)-2-isobutoxyphenyl]-propanoic acid). Run in O (water), C(Cl)(Cl)Cl (chloroform), O1CCCC1 (tetrahydrofuran). Yields the product C(C(C)C)OC1=C(C(=O)C=2C=CC(=C(C2)CCC(=O)NS(=O)(=O)C)OCC(C)C)C=CC(=C1)OCC(C)C (N-{3-[5-(2,4-diisobutoxybenzoyl)-2-isobutoxyphenyl]propanoyl}methanesulfonamide). The yield is 94.5%. RXN SMILES: [CH2:1]([O:5][C:6]1[CH:29]=[C:28]([O:30][CH2:31][CH:32]([CH3:34])[CH3:33])[CH:27]=[CH:26][C:7]=1[C:8]([C:10]1[CH:11]=[CH:12][C:13]([O:21][CH2:22][CH:23]([CH3:25])[CH3:24])=[C:14]([CH2:16][CH2:17][C:18](O)=[O:19])[CH:15]=1)=[O:9])[CH:2]([CH3:4])[CH3:3].C(N1C=CN=C1)(N1C=CN=C1)=O.[CH3:47][S:48]([NH2:51])(=[O:50])=[O:49].N12CCCN=C1CCCCC2.Cl>O1CCCC1.O.C(Cl)(Cl)Cl>[CH2:1]([O:5][C:6]1[CH:29]=[C:28]([O:30][CH2:31][CH:32]([CH3:34])[CH3:33])[CH:27]=[CH:26][C:7]=1[C:8]([C:10]1[CH:11]=[CH:12][C:13]([O:21][CH2:22][CH:23]([CH3:25])[CH3:24])=[C:14]([CH2:16][CH2:17][C:18]([NH:51][S:48]([CH3:47])(=[O:50])=[O:49])=[O:19])[CH:15]=1)=[O:9])[CH:2]([CH3:4])[CH3:3]. Procedure: In 10 ml of tetrahydrofuran is dissolved 1.00 g of 3-[5-(2,4-diisobutoxybenzoyl)-2-isobutoxyphenyl]-propanoic acid, to which is added 0.52 g of 1,1′-carbonyldiimidazole at ambient temperature. The mixture thus obtained is heated under reflux for one hour with stirring. To the reaction mixture cooled to ambient temperature are added 0.22 g of methane-sulfonamide and 0.4 ml of 1,8-diazabicyclo[5.4.0]undec-7-ene, and the mixture thus obtained is stirred for 30 minutes at ambient temperature. The re... Reactants: C(=O)(OC(C)(C)C)NCC(=O)O (N-Boc-glycine), CCN=C=NCCCN(C)C.Cl (EDCI HCl), C(Cl)Cl (methylene chloride), NC1=C(C=CC=C1)C(=O)C=1C=NC2=CC=CC=C2C1 ((2-aminophenyl)-quinolin-3-yl-methanone). Run in O (water), C(C)(=O)OCC (ethyl acetate). Conditions: time 45 hour. The product is C(C)(C)(C)OC(NCC(NC1=C(C=CC=C1)C(=O)C=1C=NC2=CC=CC=C2C1)=O)=O ({[2-(quinoline-3-carbonyl)-phenylcarbamoyl]-methyl}-carbamic acid tert-butyl ester). The yield is 36.0%. As a reaction SMILES: [C:1]([NH:8][CH2:9][C:10]([OH:12])=O)([O:3][C:4]([CH3:7])([CH3:6])[CH3:5])=[O:2].CCN=C=NCCCN(C)C.Cl.C(Cl)Cl.[NH2:28][C:29]1[CH:34]=[CH:33][CH:32]=[CH:31][C:30]=1[C:35]([C:37]1[CH:38]=[N:39][C:40]2[C:45]([CH:46]=1)=[CH:44][CH:43]=[CH:42][CH:41]=2)=[O:36]>O.C(OCC)(=O)C>[C:4]([O:3][C:1](=[O:2])[NH:8][CH2:9][C:10](=[O:12])[NH:28][C:29]1[CH:34]=[CH:33][CH:32]=[CH:31][C:30]=1[C:35]([C:37]1[CH:38]=[N:39][C:40]2[C:45]([CH:46]=1)=[CH:44][CH:43]=[CH:42][CH:41]=2)=[O:36])([CH3:5])([CH3:6])[CH3:7] |f:1.2|. Procedure: N-Boc-glycine (84.7 mg, 0.48 mmol) and EDCI HCl (92.6 mg, 0.48 mmol) were added to 6 mL of methylene chloride solution of (2-aminophenyl)-quinolin-3-yl-methanone (0.12 g, 0.48 mmol) under a nitrogen atmosphere at 0° C., followed by bringing back to room temperature and stirring for 45 hours. The resulting reaction solution was poured into 10 mL of ethyl acetate and 50 mL of water, and the aqueous layer was extracted with 100 mL of ethyl acetate, followed by washing the combined organic layer wit... Starting materials: OC1=CC=C(C=O)C=C1 (p-hydroxybenzaldehyde), [OH-].[Na+] (sodium hydroxide), [OH-].[Na+] (sodium hydroxide), C(C)C=1C=CC(=NC1)CCO (5-ethyl-2-pyridineethanol), C1(=CC=C(C=C1)S(=O)(=O)Cl)C (p-toluenesulfonyl chloride). Reagents/catalysts: [Cl-].C(C1=CC=CC=C1)[N+](CCCC)(CCCC)CCCC (benzyltributylammonium chloride). The solvent is O (water), O (water), C(Cl)Cl (methylene chloride). Conditions: time 2 hour. Product: C(C)C=1C=CC(=NC1)CCOC1=CC=C(C=O)C=C1 (4-[2-(5-ethyl-2-pyridyl)ethoxy]benzaldehyde). The yield is 114.0%. Reaction SMILES: [OH-].[Na+].[CH2:3]([C:5]1[CH:6]=[CH:7][C:8]([CH2:11][CH2:12][OH:13])=[N:9][CH:10]=1)[CH3:4].C1(C)C=CC(S(Cl)(=O)=O)=CC=1.O[C:26]1[CH:33]=[CH:32][C:29]([CH:30]=[O:31])=[CH:28][CH:27]=1>O.[Cl-].C([N+](CCCC)(CCCC)CCCC)C1C=CC=CC=1.C(Cl)Cl>[CH2:3]([C:5]1[CH:6]=[CH:7][C:8]([CH2:11][CH2:12][O:13][C:26]2[CH:33]=[CH:32][C:29]([CH:30]=[O:31])=[CH:28][CH:27]=2)=[N:9][CH:10]=1)[CH3:4] |f:0.1,6.7|. Procedure: To a solution of sodium hydroxide (5 g) in water (30 ml), were added methylene chloride (100 ml), 5-ethyl-2-pyridineethanol (15 g) and benzyltributylammonium chloride (50% aqueous solution, 6 g), p-toluenesulfonyl chloride (23 g), and the mixture was stirred at room temperature for 2 hours. To the reaction mixture were added p-hydroxybenzaldehyde (12 g), water (100 ml) and sodium hydroxide (8 g) and the mixture was stirred at 40°-50° C. for 12 hours. The reaction mixture was separated into two p... Reactants: C(C)(C)(C)O[C@H](C(=O)OCC)C1=C(C2=CC=CC=C2C=C1C)C1=CCCCC1 ((S)-ethyl 2-tert-butoxy-2-(1-cyclohexenyl-3-methylnaphthalen-2-yl)acetate), [OH-].[Na+] (sodium hydroxide). Run in C(C)(=O)OCC (ethyl acetate), C(C)O (ethanol). Product: C(C)(C)(C)O[C@H](C(=O)O)C1=C(C2=CC=CC=C2C=C1C)C1=CCCCC1 ((S)-2-tert-butoxy-2-(1-cyclohexenyl-3-methylnaphthalen-2-yl)acetic acid). Isolated yield 59.4%. RXN SMILES: [C:1]([O:5][C@@H:6]([C:12]1[C:21]([CH3:22])=[CH:20][C:19]2[C:14](=[CH:15][CH:16]=[CH:17][CH:18]=2)[C:13]=1[C:23]1[CH2:28][CH2:27][CH2:26][CH2:25][CH:24]=1)[C:7]([O:9]CC)=[O:8])([CH3:4])([CH3:3])[CH3:2].[OH-].[Na+]>C(O)C.C(OCC)(=O)C>[C:1]([O:5][C@@H:6]([C:12]1[C:21]([CH3:22])=[CH:20][C:19]2[C:14](=[CH:15][CH:16]=[CH:17][CH:18]=2)[C:13]=1[C:23]1[CH2:28][CH2:27][CH2:26][CH2:25][CH:24]=1)[C:7]([OH:9])=[O:8])([CH3:4])([CH3:2])[CH3:3] |f:1.2|. Procedure: A solution of above intermediate (S)-ethyl 2-tert-butoxy-2-(1-cyclohexenyl-3-methylnaphthalen-2-yl)acetate (8 mg, 0.021 mmol, 1 eq.) in ethanol (1.5 mL) and 1 N sodium hydroxide (0.42 mL, 20 eq.) was heated at 60° C. overnight. The reaction mixture was diluted with ethyl acetate and washed with brine. The aqueous layer was back-extracted with ethyl acetate and the combined organic layer was dried (MgSO4), filtered, concentrated and purified by reverse phase HPLC (Gemini, 5 to 100% ACN/H2O+0.1% T... The reactants are [N+](=[N-])=CC(=O)OCC (ethyl diazoacetate), [N+](=[N-])=CC(=O)OCC (ethyl diazoacetate), ClC/C=C(\C)/C=1C=C(C#N)C=CC1 (3-[(E)-3-chloro-1-methyl-1-propenyl]benzonitrile). The solvent is ClCCl (dichloromethane), ClCCl (dichloromethane), ClCCl (dichloromethane). Reagents/catalysts: CC(=O)O.CC(=O)O.CC(=O)O.CC(=O)O.[Rh].[Rh] (rhodium (II) acetate dimer). The product is ClCC1C(C1C(=O)OCC)(C)C1=CC(=CC=C1)C#N (Ethyl 3-(chloromethyl)-2-(3-cyanophenyl)-2-methylcyclopropane carboxylate). RXN SMILES: [Cl:1][CH2:2]/[CH:3]=[C:4](/[C:6]1[CH:7]=[C:8]([CH:11]=[CH:12][CH:13]=1)[C:9]#[N:10])\[CH3:5].[N+](=[CH:16][C:17]([O:19][CH2:20][CH3:21])=[O:18])=[N-]>ClCCl.CC(O)=O.CC(O)=O.CC(O)=O.CC(O)=O.[Rh].[Rh]>[Cl:1][CH2:2][CH:3]1[CH:16]([C:17]([O:19][CH2:20][CH3:21])=[O:18])[C:4]1([C:6]1[CH:13]=[CH:12][CH:11]=[C:8]([C:9]#[N:10])[CH:7]=1)[CH3:5] |f:3.4.5.6.7.8|. Reported procedure: To a solution of 3-[(E)-3-chloro-1-methyl-1-propenyl]benzonitrile (Preparation 34, 13.1 g, 69.6 mmol) in dichloromethane (20 md) was added rhodium (II) acetate dimer (0.46 g, 1.0 mmol). To the mixture was added dropwise at room temperature over 8 h (via a syringe pump) a solution of ethyl diazoacetate (14.6 ml, 0.14 mol) in dichloromethane (20 ml). The solvent was removed in vacuo and the crude residue was then partially purified by silica column chromatography eluting with dichloromethane:hexan...